From a dataset of the Open Reaction Database (ORD), a public repository of structured organic reaction records. describe an organic reaction: reactants, conditions, products, and yield The yield is 21.1%. Run at time 5 minute. Product: COCC1=NC=C2SC=CN21 (5-Methoxymethylimidazo[5,1-b]thiazole). Reported procedure: To 570 mg (3.1 mmol) of the above-obtained 2-(methoxyacetylamino)methylthiazole was added 5 ml of phosphorus oxychloride. The mixture was refluxed for 4 hours, cooled to room temperature, and concentrated to dryness under reduced pressure. To the residue were added 2 ml of water and 5 ml of methylene chloride to obtain a solution, to which was added 2 g of potassium carbonate little by little. The mixture was stirred for 5 minutes. The organic layer was separated, and the aqueous layer was extra... As a reaction SMILES: [CH3:1][O:2][CH2:3][C:4]([NH:6][CH2:7][C:8]1[S:9][CH:10]=[CH:11][N:12]=1)=O.P(Cl)(Cl)(Cl)=O.C(=O)([O-])[O-].[K+].[K+]>>[CH3:1][O:2][CH2:3][C:4]1[N:12]2[C:8]([S:9][CH:10]=[CH:11]2)=[CH:7][N:6]=1 |f:2.3.4|. The reactants are COCC(=O)NCC=1SC=CN1 (2-(methoxyacetylamino)methylthiazole), P(=O)(Cl)(Cl)Cl (phosphorus oxychloride), C([O-])([O-])=O.[K+].[K+] (potassium carbonate). Reactants: C(C)(C)N(CC)C(C)C (N,N-diisopropyl-N-ethylamine), NC1=C(C=CC=C1)S (2-aminobenzenethiol), C(C)(C)N(CC)C(C)C (N,N-diisopropyl-N-ethylamine), O=C1[C@@H](N2C([C@H]([C@H]2C1)C(C)(OC(=O)OCC1=CC=C(C=C1)[N+](=O)[O-])C)=O)C(=O)OCC1=CC=C(C=C1)[N+](=O)[O-] (4-nitrobenzyl (2R,5R,6R)-3,7-dioxo-6-[1-methyl-1-(4-nitrobenzyloxycarbonyloxy)ethyl]-1-azabicyclo[3.2.0]heptane-2-carboxylate), P(=O)(OC1=CC=CC=C1)(OC1=CC=CC=C1)Cl (diphenyl chlorophosphate). Reagents/catalysts: CN(C)C1=CC=NC=C1 (4-(N,N-dimethylamino)pyridine). The solvent is C(C)#N (acetonitrile), C(C)#N (acetonitrile), C(C)#N (acetonitrile), C(C)#N (acetonitrile). Reaction conditions: temperature 0 celsius, time 30 minute. Product: NC1=C(C=CC=C1)SC1=C(N2C([C@H]([C@H]2C1)C(C)(OC(=O)OCC1=CC=C(C=C1)[N+](=O)[O-])C)=O)C(=O)OCC1=CC=C(C=C1)[N+](=O)[O-] (4-nitrobenzyl (5R,6R)-3-(2-aminophenylthio)-6-[1-methyl-1-(4-nitrobenzyloxycarbonyloxy)ethyl]-7-oxo-1-azabicyclo[3.2.0]hept-2-ene-2-carboxylate). Isolated yield 78.7%. RXN SMILES: C(N(C(C)C)CC)(C)C.O=[C:11]1[CH2:17][C@H:16]2[N:13]([C:14](=[O:35])[C@H:15]2[C:18]([CH3:34])([O:20][C:21]([O:23][CH2:24][C:25]2[CH:30]=[CH:29][C:28]([N+:31]([O-:33])=[O:32])=[CH:27][CH:26]=2)=[O:22])[CH3:19])[C@H:12]1[C:36]([O:38][CH2:39][C:40]1[CH:45]=[CH:44][C:43]([N+:46]([O-:48])=[O:47])=[CH:42][CH:41]=1)=[O:37].P(Cl)(OC1C=CC=CC=1)(OC1C=CC=CC=1)=O.[NH2:66][C:67]1[CH:72]=[CH:71][CH:70]=[CH:69][C:68]=1[SH:73]>C(#N)C.CN(C1C=CN=CC=1)C>[NH2:66][C:67]1[CH:72]=[CH:71][CH:70]=[CH:69][C:68]=1[S:73][C:11]1[CH2:17][C@H:16]2[N:13]([C:14](=[O:35])[C@H:15]2[C:18]([CH3:19])([O:20][C:21]([O:23][CH2:24][C:25]2[CH:30]=[CH:29][C:28]([N+:31]([O-:33])=[O:32])=[CH:27][CH:26]=2)=[O:22])[CH3:34])[C:12]=1[C:36]([O:38][CH2:39][C:40]1[CH:45]=[CH:44][C:43]([N+:46]([O-:48])=[O:47])=[CH:42][CH:41]=1)=[O:37]. Procedure: A solution of N,N-diisopropyl-N-ethylamine (0.247 ml) in acetonitrile (2.2 ml) was added to a solution of 4-nitrobenzyl (2R,5R,6R)-3,7-dioxo-6-[1-methyl-1-(4-nitrobenzyloxycarbonyloxy)ethyl]-1-azabicyclo[3.2.0]heptane-2-carboxylate (640 mg) and 4-(N,N-dimethylamino)pyridine (14.4 mg) in acetonitrile (32 ml) at 0° C. A solution of diphenyl chlorophosphate (0.257 ml) in acetonitrile (2.3 ml) was then added thereto at 0° C. After the mixture was stirred at 0° C. for 30 minutes, N,N-diisopropyl-N-et... The reactants are C1CCOC1, C(=NC1CCCCC1)=NC1CCCCC1, Cl, OC1CN2CCC1CC2, On1nnc2ccccc21, O=C(O)C(Nc1ccccc1)c1cccs1. Product: O=C(OC1CN2CCC1CC2)C(Nc1ccccc1)c1cccs1. As a reaction SMILES: [CH2:52]1[O:53][CH2:54][CH2:55][CH2:56]1.[CH:18]1([N:19]=[C:20]=[N:21][CH:22]2[CH2:23][CH2:24][CH2:25][CH2:26][CH2:27]2)[CH2:28][CH2:29][CH2:30][CH2:31][CH2:32]1.[ClH:1].[N:43]12[CH2:44][CH:45]([OH:51])[CH:46]([CH2:47][CH2:48]1)[CH2:49][CH2:50]2.[OH:33][n:34]1[c:35]2[c:36]([cH:37][cH:38][cH:39][cH:40]2)[n:41][n:42]1.[c:2]1([NH:8][CH:9]([C:10](=[O:11])[OH:12])[c:13]2[s:14][cH:15][cH:16][cH:17]2)[cH:3][cH:4][cH:5][cH:6][cH:7]1>>[c:2]1([NH:8][CH:9]([C:10](=[O:11])[O:12][CH:45]2[CH2:44][N:43]3[CH2:48][CH2:47][CH:46]2[CH2:49][CH2:50]3)[c:13]2[s:14][cH:15][cH:16][cH:17]2)[cH:3][cH:4][cH:5][cH:6][cH:7]1.